The task is: describe an organic reaction: reactants, conditions, products, and yield. This data is from the Open Reaction Database (ORD), a public repository of structured organic reaction records. Starting materials: CON=C(C(=O)Cl)C(CCl)(OCC)OCC (2-methoxyimino-3,3-diethoxy-4-chlorobutyryl chloride), CO (Methanol), NC1[C@@H]2N(C(C(CS2)O)C(=O)O)C1=O (7-amino-3-hydroxycepham-4-carboxylic acid), C([O-])(O)=O.[Na+] (sodium bicarbonate), resultant mixture. Run in O1CCCC1 (tetrahydrofuran), O (water). The product is CON=C(C(=O)NC1[C@@H]2N(C(C(CS2)O)C(=O)O)C1=O)C(CCl)(OCC)OCC (7-(2-methoxyimino-3,3-diethoxy-4-chlorobutyramido)-3-hydroxycepham-4-carboxylic acid). Yield: 132.9%. Reaction SMILES: CO.[NH2:3][CH:4]1[C:15](=[O:16])[N:6]2[CH:7]([C:12]([OH:14])=[O:13])[CH:8]([OH:11])[CH2:9][S:10][C@H:5]12.C(=O)(O)[O-].[Na+].[CH3:22][O:23][N:24]=[C:25]([C:29]([O:35][CH2:36][CH3:37])([O:32][CH2:33][CH3:34])[CH2:30][Cl:31])[C:26](Cl)=[O:27]>O.O1CCCC1>[CH3:22][O:23][N:24]=[C:25]([C:29]([O:35][CH2:36][CH3:37])([O:32][CH2:33][CH3:34])[CH2:30][Cl:31])[C:26]([NH:3][CH:4]1[C:15](=[O:16])[N:6]2[CH:7]([C:12]([OH:14])=[O:13])[CH:8]([OH:11])[CH2:9][S:10][C@H:5]12)=[O:27] |f:2.3|. Reported procedure: Methanol (40 ml) was added to a solution of 7-amino-3-hydroxycepham-4-carboxylic acid (2 g) and sodium bicarbonate (0.57 g) in water (13.4 g) under ice-cooling. A solution of 2-methoxyimino-3,3-diethoxy-4-chlorobutyryl chloride (syn isomer, 1.34 g) in dry tetrahydrofuran (2 ml) was added to a solution while adjusting pH 6.5 to 7.8, then and stirred under ice-cooling for three hours. After adjusting the resultant mixture to pH 7.5, the solvent was removed in vacuo. The aqueous residue was adjuste... Starting materials: FC(C(C=CNC=CC#N)=O)(F)F (3-[(4,4,4-Trifluoro-3-oxo-1-butenyl)amino]-2-propenenitrile), CCCCCC.CC(=O)C (hexane acetone), [OH-].[K+] (potassium hydroxide). Solvent: CO (methanol). Product: FC(C1=CC=NC=C1C(=O)N)(F)F (4-Trifluoromethylnicotinamide). Isolated yield 52.6%. Reaction SMILES: [F:1][C:2]([F:13])([F:12])[C:3](=O)[CH:4]=[CH:5][NH:6][CH:7]=[CH:8][C:9]#[N:10].[OH-].[K+].CCCCCC.CC(C)=[O:24]>CO>[F:1][C:2]([F:13])([F:12])[C:3]1[C:8]([C:9]([NH2:10])=[O:24])=[CH:7][N:6]=[CH:5][CH:4]=1 |f:1.2,3.4|. Reported procedure: 3-[(4,4,4-Trifluoro-3-oxo-1-butenyl)amino]-2-propenenitrile (a mixture of IIa and IIb; 1.90 g, 10 mmol) was dissolved in methanol (15 ml), and potassium hydroxide (990 mg, 15 mmol) was added. The mixture was heated under reflux for 6 hours. The reaction solution was concentrated under reduced pressure. The resulting residue was purified by silica gel column chromatography (a eluting solvent: hexane/acetone=1/1) to obtain 1.03 g (yield 52.6%) of the title compound. The reactants are CC(C)(C)OC(=O)N1CCC(C(=O)O)C1, COc1cccc(C(Oc2ccc3c(cnn3-c3ccc(F)cc3)c2)C(C)N)c1. The product is COc1cccc(C(Oc2ccc3c(cnn3-c3ccc(F)cc3)c2)C(C)NC(=O)C2CCN(C(=O)OC(C)(C)C)C2)c1. As a reaction SMILES: [C:30]([CH3:31])([CH3:32])([CH3:33])[O:34][C:35](=[O:36])[N:37]1[CH2:38][CH:39]([C:42](=[O:43])[OH:44])[CH2:40][CH2:41]1.[F:1][c:2]1[cH:3][cH:4][c:5](-[n:8]2[n:9][cH:10][c:11]3[cH:12][c:13]([O:17][CH:18]([CH:19]([CH3:20])[NH2:21])[c:22]4[cH:23][c:24]([O:28][CH3:29])[cH:25][cH:26][cH:27]4)[cH:14][cH:15][c:16]23)[cH:6][cH:7]1>>[F:1][c:2]1[cH:3][cH:4][c:5](-[n:8]2[n:9][cH:10][c:11]3[cH:12][c:13]([O:17][CH:18]([CH:19]([CH3:20])[NH:21][C:42]([CH:39]4[CH2:38][N:37]([C:35]([O:34][C:30]([CH3:31])([CH3:32])[CH3:33])=[O:36])[CH2:41][CH2:40]4)=[O:43])[c:22]4[cH:23][c:24]([O:28][CH3:29])[cH:25][cH:26][cH:27]4)[cH:14][cH:15][c:16]23)[cH:6][cH:7]1. The product is COC(C1=CC=C(C=C1)N1C=NC(=C1)NC(C(CCC)NC(CC1=CC(=CC(=C1)F)F)=O)=O)=O (4-(4-{2-[2-(3,5-Difluoro-phenyl)-acetylamino]-pentanoylamino}-imidazol-1-yl)-benzoic acid methyl ester). The reactants are COC(C1=CC=C(C=C1)N1C=NC(=C1)N)=O (4-(4-Amino-imidazol-1-yl)-benzoic acid methyl ester), FC=1C=C(C=C(C1)F)CC(=O)NC(C(=O)O)CCC (2-[2-(3,5-Difluoro-phenyl)-acetylamino]-pentanoic acid). Reaction SMILES: [CH3:1][O:2][C:3](=[O:16])[C:4]1[CH:9]=[CH:8][C:7]([N:10]2[CH:14]=[C:13]([NH2:15])[N:12]=[CH:11]2)=[CH:6][CH:5]=1.[F:17][C:18]1[CH:19]=[C:20]([CH2:25][C:26]([NH:28][CH:29]([CH2:33][CH2:34][CH3:35])[C:30](O)=[O:31])=[O:27])[CH:21]=[C:22]([F:24])[CH:23]=1>>[CH3:1][O:2][C:3](=[O:16])[C:4]1[CH:5]=[CH:6][C:7]([N:10]2[CH:14]=[C:13]([NH:15][C:30](=[O:31])[CH:29]([NH:28][C:26](=[O:27])[CH2:25][C:20]3[CH:21]=[C:22]([F:24])[CH:23]=[C:18]([F:17])[CH:19]=3)[CH2:33][CH2:34][CH3:35])[N:12]=[CH:11]2)=[CH:8][CH:9]=1. Procedure details: 4-(4-Amino-imidazol-1-yl)-benzoic acid methyl ester was coupled with 2-[2-(3,5-Difluoro-phenyl)-acetylamino]-pentanoic acid to afford the title compound: C13 NMR (100 MHz, CDCl3) 14.0, 19.0, 35.8, 43.1, 52.6, 53.3, 102.7, 103.0, 103.2, 106.1, 112.4, 112.6, 120.4, 129.2, 131.7, 132.1, 138.6, 139.0, 140.6, 161.9, 162.1, 164.4, 166.2, 169.6, 169.8; MS m/z 471.2 (M+1). Reactants: C1CCOC1, ClCCl, CN(C)c1ccncc1, C(=NC1CCCCC1)=NC1CCCCC1, CC(C)(C)OC(=O)c1cc2cc(N)ccc2[nH]1, O=C(O)c1cc2cc(CSSc3ccccn3)ccc2o1. Product: CC(C)(C)OC(=O)c1cc2cc(NC(=O)c3cc4cc(CSSc5ccccn5)ccc4o3)ccc2[nH]1. As a reaction SMILES: [CH2:54]1[O:55][CH2:56][CH2:57][CH2:58]1.[CH2:59]([Cl:60])[Cl:61].[CH3:62][N:63]([CH3:64])[c:65]1[cH:66][cH:67][n:68][cH:69][cH:70]1.[CH:22]1([N:23]=[C:24]=[N:25][CH:26]2[CH2:27][CH2:28][CH2:29][CH2:30][CH2:31]2)[CH2:32][CH2:33][CH2:34][CH2:35][CH2:36]1.[NH2:37][c:38]1[cH:39][c:40]2[cH:41][c:42]([C:47](=[O:48])[O:49][C:50]([CH3:51])([CH3:52])[CH3:53])[nH:43][c:44]2[cH:45][cH:46]1.[n:1]1[c:2]([S:7][S:8][CH2:9][c:10]2[cH:11][cH:12][c:13]3[c:14]([cH:15][c:16]([C:18](=[O:19])[OH:20])[o:17]3)[cH:21]2)[cH:3][cH:4][cH:5][cH:6]1>>[n:1]1[c:2]([S:7][S:8][CH2:9][c:10]2[cH:11][cH:12][c:13]3[c:14]([cH:15][c:16]([C:18](=[O:20])[NH:37][c:38]4[cH:39][c:40]5[cH:41][c:42]([C:47](=[O:48])[O:49][C:50]([CH3:51])([CH3:52])[CH3:53])[nH:43][c:44]5[cH:45][cH:46]4)[o:17]3)[cH:21]2)[cH:3][cH:4][cH:5][cH:6]1. Reactants: O (water), BrCBr (dibromomethane), [F-].[K+] (potassium fluoride), BrC1=C(C(O)=C(C=C1)OC)O (3-Bromo-6-methoxycatechol). The solvent is CN(C)C=O (DMF). Run at temperature 110 celsius. The product is BrC1=CC=C(C=2OCOC21)OC (4-Bromo-7-methoxy-1,3-benzodioxole). As a reaction SMILES: [Br:1][C:2]1[CH:8]=[CH:7][C:6]([O:9][CH3:10])=[C:4]([OH:5])[C:3]=1[OH:11].Br[CH2:13]Br.[F-].[K+].O>CN(C=O)C>[Br:1][C:2]1[C:3]2[O:11][CH2:13][O:5][C:4]=2[C:6]([O:9][CH3:10])=[CH:7][CH:8]=1 |f:2.3|. Procedure: 3-Bromo-6-methoxycatechol (23.4 g) was dissolved in DMF (150 ml), and dibromomethane (15.4 ml) and potassium fluoride (31.1 g) were added thereto, followed by heating at 110° C. for 6 hours with stirring. After being allowed to stand for cooling, water was added to the mixture followed by extraction with ether. The organic layer was washed with an aqueous solution of sodium hydroxide, with water, and with a saturated saline, and dried over anhydrous magnesium sulfate, and the solvent was distill... Reactants: Cc1ccccc1, COc1ccc(N=C=O)cc1, Nc1ccncc1. Yields the product COc1ccc(NC(=O)Nc2ccncc2)cc1. As a reaction SMILES: [CH3:19][c:20]1[cH:21][cH:22][cH:23][cH:24][cH:25]1.[CH3:8][O:9][c:10]1[cH:11][cH:12][c:13]([N:16]=[C:17]=[O:18])[cH:14][cH:15]1.[NH2:1][c:2]1[cH:3][cH:4][n:5][cH:6][cH:7]1>>[NH:1]([c:2]1[cH:3][cH:4][n:5][cH:6][cH:7]1)[C:17]([NH:16][c:13]1[cH:12][cH:11][c:10]([O:9][CH3:8])[cH:15][cH:14]1)=[O:18].